This data is from the Open Reaction Database (ORD), a public repository of structured organic reaction records. The task is: describe an organic reaction: reactants, conditions, products, and yield Starting materials: CC(=O)[O-], CC(=O)[O-], CC(=O)[O-], CC(=O)[O-], CN(C)C=O, N#C[Na], O, [Pb+4], Cc1ccc(-n2c3ccccc3c3cc(C=C(C#N)C#N)ccc32)cc1. The product is Cc1ccc(-n2c3ccccc3c3cc(C(C#N)=C(C#N)C#N)ccc32)cc1. Reaction SMILES: [C:31]([O-:32])(=[O:33])[CH3:34].[C:35]([O-:36])(=[O:37])[CH3:38].[C:39]([O-:40])(=[O:41])[CH3:42].[C:43]([O-:44])(=[O:45])[CH3:46].[CH3:48][N:49]([CH3:50])[CH:51]=[O:52].[Na:27][C:28]#[N:29].[OH2:30].[Pb+4:47].[c:1]1([CH3:26])[cH:2][cH:3][c:4](-[n:7]2[c:8]3[cH:9][cH:10][cH:11][cH:12][c:13]3[c:14]3[cH:15][c:16]([CH:20]=[C:21]([C:22]#[N:23])[C:24]#[N:25])[cH:17][cH:18][c:19]23)[cH:5][cH:6]1>>[c:1]1([CH3:26])[cH:2][cH:3][c:4](-[n:7]2[c:8]3[cH:9][cH:10][cH:11][cH:12][c:13]3[c:14]3[cH:15][c:16]([C:20](=[C:21]([C:22]#[N:23])[C:24]#[N:25])[C:28]#[N:29])[cH:17][cH:18][c:19]23)[cH:5][cH:6]1. Starting materials: O1CCCC1 (tetrahydrofuran), Cl.ClC(=O)C1=CN(C2=CC=CC=C12)C1=CC=NC2=CC=C(C=C12)C(F)(F)F (3-chlorocarbonyl-1-(6-(trifluoromethyl)quinol-4-yl)-1H-indole hydrochloride), solution, C[O-].[Na+] (sodium methoxide), Cl.NC(=N)N (guanidine hydrochloride). Reported procedure: 20 cm3 of methanol and 20 cm3 (10 mmol) of a 0.5M solution of sodium methoxide in methanol are added to 0.955 g (10 mmol) of guanidine hydrochloride under an argon atmosphere. After stirring at a temperature in the region of 25° C. for 1 hour, the reaction mixture is concentrated to dryness under reduced pressure (2.7 kPa) and the residue is three times successively dissolved in 20 cm3 of dichloromethane and evaporated to dryness under reduced pressure (2.7 kPa). 40 cm3 of tetrahydrofuran and 0.... RXN SMILES: C[O-].[Na+].Cl.[NH2:5][C:6]([NH2:8])=[NH:7].O1CCCC1.Cl.[Cl:15][C:16]([C:18]1[C:26]2[C:21](=[CH:22][CH:23]=[CH:24][CH:25]=2)[N:20]([C:27]2[C:36]3[C:31](=[CH:32][CH:33]=[C:34]([C:37]([F:40])([F:39])[F:38])[CH:35]=3)[N:30]=[CH:29][CH:28]=2)[CH:19]=1)=[O:17]>CO.ClCCl>[ClH:15].[NH:7]([C:16]([C:18]1[C:26]2[C:21](=[CH:22][CH:23]=[CH:24][CH:25]=2)[N:20]([C:27]2[C:36]3[C:31](=[CH:32][CH:33]=[C:34]([C:37]([F:39])([F:38])[F:40])[CH:35]=3)[N:30]=[CH:29][CH:28]=2)[CH:19]=1)=[O:17])[C:6]([NH2:8])=[NH:5] |f:0.1,2.3,5.6,9.10|. Product: Cl.N(C(=N)N)C(=O)C1=CN(C2=CC=CC=C12)C1=CC=NC2=CC=C(C=C12)C(F)(F)F (3-Guanidinocarbonyl-1-(6-(trifluoromethyl)quinol-4-yl)-1H-indole hydrochloride). Solvent: ClCCl (dichloromethane), CO (methanol), CO (methanol). Run at temperature 25 celsius, time 1 hour. Reactants: Cc1c(Cc2ccc(-c3ccn(C(C)C)n3)cc2)c(OC(F)F)nc2c(Cl)ccc(OCC(=O)OC(C)(C)C)c12, Cl, [Na+], C1CCOC1, [OH-]. The product is Cc1c(Cc2ccc(-c3ccn(C(C)C)n3)cc2)c(OC(F)F)nc2c(Cl)ccc(OCC(=O)O)c12. Reaction SMILES: [C:1]([CH3:2])([CH3:3])([CH3:4])[O:5][C:6]([CH2:7][O:8][c:9]1[c:10]2[c:11]([CH3:39])[c:12]([CH2:24][c:25]3[cH:26][cH:27][c:28](-[c:31]4[n:32][n:33]([CH:36]([CH3:37])[CH3:38])[cH:34][cH:35]4)[cH:29][cH:30]3)[c:13]([O:20][CH:21]([F:22])[F:23])[n:14][c:15]2[c:16]([Cl:19])[cH:17][cH:18]1)=[O:40].[ClH:43].[Na+:42].[O:44]1[CH2:45][CH2:46][CH2:47][CH2:48]1.[OH-:41]>>[O:5]=[C:6]([CH2:7][O:8][c:9]1[c:10]2[c:11]([CH3:39])[c:12]([CH2:24][c:25]3[cH:26][cH:27][c:28](-[c:31]4[n:32][n:33]([CH:36]([CH3:37])[CH3:38])[cH:34][cH:35]4)[cH:29][cH:30]3)[c:13]([O:20][CH:21]([F:22])[F:23])[n:14][c:15]2[c:16]([Cl:19])[cH:17][cH:18]1)[OH:40]. Starting materials: N[C@H]1[C@H]([C@@H](O[C@@H]1C(=O)O)N1C2=NC=NC(=C2N=C1)NC(C1=CC=CC=C1)=O)O (3-amino-1-(6-benzoylamino-9H-purin-9-yl)-1,3-dideoxy-β-D-ribofuranuronic acid), N (ammonia). The solvent is CO (methanol). The product is NC1=C2N=CN(C2=NC=N1)[C@H]1[C@H](O)[C@@H]([C@H](O1)C(=O)O)N (1-(6-amino-9H-purin-9-yl)-3-amino-1,3-dideoxy-β-D-ribofuranuronic acid). The yield is 76.0%. As a reaction SMILES: [NH2:1][C@@H:2]1[C@@H:6]([C:7]([OH:9])=[O:8])[O:5][C@@H:4]([N:10]2[CH:18]=[N:17][C:16]3[C:11]2=[N:12][CH:13]=[N:14][C:15]=3[NH:19]C(=O)C2C=CC=CC=2)[C@@H:3]1[OH:28].N>CO>[NH2:19][C:15]1[N:14]=[CH:13][N:12]=[C:11]2[C:16]=1[N:17]=[CH:18][N:10]2[C@@H:4]1[O:5][C@H:6]([C:7]([OH:9])=[O:8])[C@@H:2]([NH2:1])[C@H:3]1[OH:28]. Procedure details: A mixture of 1-(6-benzoylamino-9H-purin-9-yl)-3-amino-1,3-dideoxy-β-D-ribofuranuronic acid (1.0 g) prepared in Example 1, concentrated aqueous ammonia (16 ml) and methanol (8 ml) was refluxed for 1.75 hours. The reaction mixture was evaporated to dryness and the residue was triturated in methanol (20 ml) to give 1-(6-amino-9H-purin-9-yl)-3-amino-1,3-dideoxy-β-D-ribofuranuronic acid (554 mg), mp. 245°-249° C. (dec.). Reactants: CO, CCCC(C(=O)OC)c1c(C)nc2cc(C(C)(C)C)nn2c1-c1ccc(C)cc1N, [Na+], [OH-]. Yields the product CCCC(C(=O)O)c1c(C)nc2cc(C(C)(C)C)nn2c1-c1ccc(C)cc1N. As a reaction SMILES: [CH3:33][OH:34].[NH2:1][c:2]1[c:3](-[c:9]2[c:10]([CH:23]([C:24](=[O:25])[O:26][CH3:27])[CH2:28][CH2:29][CH3:30])[c:11]([CH3:22])[n:12][c:13]3[n:14]2[n:15][c:16]([C:18]([CH3:19])([CH3:20])[CH3:21])[cH:17]3)[cH:4][cH:5][c:6]([CH3:8])[cH:7]1.[Na+:32].[OH-:31]>>[NH2:1][c:2]1[c:3](-[c:9]2[c:10]([CH:23]([C:24](=[O:25])[OH:26])[CH2:28][CH2:29][CH3:30])[c:11]([CH3:22])[n:12][c:13]3[n:14]2[n:15][c:16]([C:18]([CH3:19])([CH3:20])[CH3:21])[cH:17]3)[cH:4][cH:5][c:6]([CH3:8])[cH:7]1.